From a dataset of the Open Reaction Database (ORD), a public repository of structured organic reaction records. describe an organic reaction: reactants, conditions, products, and yield Reactants: COC(C=O)C1=CC=C(C=C1)N1CCOCC1 (2-methoxy-2-(4-morpholinophenyl)acetaldehyde), C[Si](C)(C)C#N (trimethylsilyl cyanide), C(=O)(O)[O-].[Na+] (NaHCO3). Reagents/catalysts: [Zn+2].[I-].[I-] (ZnI2). Run in CCOCC (Et2O), CCOC(=O)C (EtOAc), O (H2O). Run at time 15.5 hour. Product: OC(C#N)C(C1=CC=C(C=C1)N1CCOCC1)OC (2-hydroxy-3-methoxy-3-(4-morpholinophenyl)propanenitrile). Isolated yield 94.2%. Reaction SMILES: [CH3:1][O:2][CH:3]([C:6]1[CH:11]=[CH:10][C:9]([N:12]2[CH2:17][CH2:16][O:15][CH2:14][CH2:13]2)=[CH:8][CH:7]=1)[CH:4]=[O:5].C[Si]([C:22]#[N:23])(C)C.C([O-])(O)=O.[Na+]>CCOCC.CCOC(C)=O.O.[Zn+2].[I-].[I-]>[OH:5][CH:4]([CH:3]([O:2][CH3:1])[C:6]1[CH:7]=[CH:8][C:9]([N:12]2[CH2:17][CH2:16][O:15][CH2:14][CH2:13]2)=[CH:10][CH:11]=1)[C:22]#[N:23] |f:2.3,7.8.9|. Procedure details: To a solution of 2-methoxy-2-(4-morpholinophenyl)acetaldehyde (1.27 g, ˜5.1 mmol) in Et2O (35 mL) under a drying tube was added trimethylsilyl cyanide (1 mL, 8 mmol) and ZnI2 (50 mg, 0.16 mmol). After stirring at room temperature for 15.5 hrs, saturated aqueous NaHCO3 was added and the mixture was stirred several hrs. The mixture was diluted with EtOAc and H2O and the layers were separated. The organic layers were washed with saturated aqueous NaHCO3, dried over Na2SO4 and concentrated in vacuo ... Starting materials: MP-B(OAc)3H, C[C@@H]1N(CCNC1)C(=O)OC(C)(C)C (1,1-dimethylethyl (2S)-2-methyl-1-piperazinecarboxylate), C(C)(=O)O (acetic acid), ClC1=CC=C(C=C1C1=CC(=CC=C1)C=O)CNC(CCC(=O)NCC=1C(=C2C(=NC1CC)N(N=C2)CC)NC2CCOCC2)=O (N-[(6-Chloro-3′-formyl-3-biphenylyl)methyl]-N′-{[1,6-diethyl-4-(tetrahydro-2H-pyran-4-ylamino)-1H-pyrazolo[3,4-b]pyridin-5-yl]methyl}butanediamide). Run in CS(=O)C (DMSO). Conditions: time 4 hour. Product: ClC1=CC=C(C=C1C1=CC(=CC=C1)CN1CCNCC1)CNC(CCC(=O)NCC=1C(=C2C(=NC1CC)N(N=C2)CC)NC2CCOCC2)=O (N-{[6-Chloro-3′-(1-piperazinylmethyl)-3-biphenylyl]methyl}-N′-{[1,6-diethyl-4-(tetrahydro-2H-pyran-4-ylamino)-1H-pyrazolo[3,4-b]pyridin-5-yl]methyl}butanediamide). Isolated yield 16.4%. RXN SMILES: [Cl:1][C:2]1[C:7]([C:8]2[CH:13]=[CH:12][CH:11]=[C:10]([CH:14]=O)[CH:9]=2)=[CH:6][C:5]([CH2:16][NH:17][C:18](=[O:45])[CH2:19][CH2:20][C:21]([NH:23][CH2:24][C:25]2[C:26]([NH:38][CH:39]3[CH2:44][CH2:43][O:42][CH2:41][CH2:40]3)=[C:27]3[CH:35]=[N:34][N:33]([CH2:36][CH3:37])[C:28]3=[N:29][C:30]=2[CH2:31][CH3:32])=[O:22])=[CH:4][CH:3]=1.C[C@H:47]1[CH2:52][NH:51][CH2:50][CH2:49][N:48]1C(OC(C)(C)C)=O.C(O)(=O)C>CS(C)=O>[Cl:1][C:2]1[C:7]([C:8]2[CH:13]=[CH:12][CH:11]=[C:10]([CH2:14][N:48]3[CH2:49][CH2:50][NH:51][CH2:52][CH2:47]3)[CH:9]=2)=[CH:6][C:5]([CH2:16][NH:17][C:18](=[O:45])[CH2:19][CH2:20][C:21]([NH:23][CH2:24][C:25]2[C:26]([NH:38][CH:39]3[CH2:44][CH2:43][O:42][CH2:41][CH2:40]3)=[C:27]3[CH:35]=[N:34][N:33]([CH2:36][CH3:37])[C:28]3=[N:29][C:30]=2[CH2:31][CH3:32])=[O:22])=[CH:4][CH:3]=1. Procedure details: N-[(6-Chloro-3′-formyl-3-biphenylyl)methyl]-N′-{[1,6-diethyl-4-(tetrahydro-2H-pyran-4-ylamino)-1H-pyrazolo[3,4-b]pyridin-5-yl]methyl}butanediamide (37.8 mg. 0.06 mmol) was diluted in DMSO (1.5 mL) and dispensed into a 1 dram vial containing 1,1-dimethylethyl (2S)-2-methyl-1-piperazinecarboxylate (0.18 mmol), acetic acid (3.6 mg, 0.6 mmol) and fitted with a magnetic stir bar. The resulting solution was stirred at room temperature for 4 h. MP-B(OAc)3H (0.6 mmol, 140 mg) was added and the solution ... Procedure details: A mixture of 170 mg (0.5 mmol) (R)-1-[6-[(R)-2-carboxy-pyrrolidin-1-yl]-6-oxo-hexanoyl]-pyrrolidine-2-carboxylic acid and 54 mg Amberlite® IR120 in 10 ml butanol were stirred at room temperature for 48 hours. After filtration the solvent was distilled off, the residue was taken up in dichloroethane and extracted with 2% aqueous sodium bicarbonate. The organic extract was dried with sodium sulfate and the solvent was distilled off to yield 70 mg (31%) (R)-1-{6-[(R)-2-butoxycarbonyl-pyrrolidin-1-y... The product is C(CCC)OC(=O)[C@@H]1N(CCC1)C(CCCCC(=O)N1[C@H](CCC1)C(=O)OCCCC)=O ((R)-1-{6-[(R)-2-butoxycarbonyl-pyrrolidin-1-yl]-6-oxo-hexanoyl}-pyrrolidine-2-carboxylic acid butyl ester). The reactants are C(=O)(O)[C@@H]1N(CCC1)C(CCCCC(=O)N1[C@H](CCC1)C(=O)O)=O ((R)-1-[6-[(R)-2-carboxy-pyrrolidin-1-yl]-6-oxo-hexanoyl]-pyrrolidine-2-carboxylic acid). Run at time 48 hour. Reaction SMILES: [C:1]([C@H:4]1[CH2:8][CH2:7][CH2:6][N:5]1[C:9](=[O:24])[CH2:10][CH2:11][CH2:12][CH2:13][C:14]([N:16]1[CH2:20][CH2:19][CH2:18][C@@H:17]1[C:21]([OH:23])=[O:22])=[O:15])([OH:3])=[O:2]>C(O)CCC>[CH2:1]([O:22][C:21]([C@H:17]1[CH2:18][CH2:19][CH2:20][N:16]1[C:14](=[O:15])[CH2:13][CH2:12][CH2:11][CH2:10][C:9]([N:5]1[CH2:6][CH2:7][CH2:8][C@@H:4]1[C:1]([O:3][CH2:9][CH2:10][CH2:11][CH3:12])=[O:2])=[O:24])=[O:23])[CH2:4][CH2:8][CH3:7]. The solvent is C(CCC)O (butanol). Isolated yield 61.9%. Starting materials: ClC[C@@H](O)C1=CC=CC=C1 ((1S)-2-chloro-1-phenylethanol), CC(C(=O)NC1=CC(=CC=C1)C1CCNCC1)C (2-methyl-N-[3-(4-piperidinyl)phenyl]propanamide). The product is O[C@H](CN1CCC(CC1)C=1C=C(C=CC1)NC(C(C)C)=O)C1=CC=CC=C1 (N-(3-{1-[(2S)-2-HYDROXY-2-PHENYLETHYL]-4-PIPERIDINYL}PHENYL)-2-METHYLPROPANAMIDE). RXN SMILES: Cl[CH2:2][C@H:3]([C:5]1[CH:10]=[CH:9][CH:8]=[CH:7][CH:6]=1)[OH:4].[CH3:11][CH:12]([CH3:28])[C:13]([NH:15][C:16]1[CH:21]=[CH:20][CH:19]=[C:18]([CH:22]2[CH2:27][CH2:26][NH:25][CH2:24][CH2:23]2)[CH:17]=1)=[O:14]>>[OH:4][C@@H:3]([C:5]1[CH:10]=[CH:9][CH:8]=[CH:7][CH:6]=1)[CH2:2][N:25]1[CH2:26][CH2:27][CH:22]([C:18]2[CH:17]=[C:16]([NH:15][C:13](=[O:14])[CH:12]([CH3:11])[CH3:28])[CH:21]=[CH:20][CH:19]=2)[CH2:23][CH2:24]1. Procedure details: Prepared by Procedure G and Scheme B1 using (1S)-2-chloro-1-phenylethanol and 2-methyl-N-[3-(4-piperidinyl)phenyl]propanamide: ESMS m/e: 367.2 (M+H)+.